Dataset: the Open Reaction Database (ORD), a public repository of structured organic reaction records. Task: describe an organic reaction: reactants, conditions, products, and yield Starting materials: C(C)OC(COC1=C(C(=C(C=C1)C(C)=O)OCCCOC1=C(C(=C(C=C1)C(C)=O)O)CCC)CCC)=O ([4-acetyl-3-[3-(4-acetyl-3-hydroxy-2-propylphenoxy)propoxy]-2-propylphenoxy]acetic acid ethyl ester), ice water. Solvent: C(C)O (ethanol), [OH-].[Na+] (sodium hydroxide). Yields the product C(C)(=O)C1=C(C(=C(OCC(=O)O)C=C1)CCC)OCCCOC1=C(C(=C(C=C1)C(C)=O)O)CCC ([4-acetyl-3-[3-(4-acetyl-3-hydroxy-2-propylphenoxy)propoxy]-2-propylphenoxy]acetic acid). Isolated yield 71.0%. RXN SMILES: C([O:3][C:4](=[O:37])[CH2:5][O:6][C:7]1[CH:12]=[CH:11][C:10]([C:13](=[O:15])[CH3:14])=[C:9]([O:16][CH2:17][CH2:18][CH2:19][O:20][C:21]2[CH:26]=[CH:25][C:24]([C:27](=[O:29])[CH3:28])=[C:23]([OH:30])[C:22]=2[CH2:31][CH2:32][CH3:33])[C:8]=1[CH2:34][CH2:35][CH3:36])C>C(O)C.[OH-].[Na+]>[C:13]([C:10]1[CH:11]=[CH:12][C:7]([O:6][CH2:5][C:4]([OH:37])=[O:3])=[C:8]([CH2:34][CH2:35][CH3:36])[C:9]=1[O:16][CH2:17][CH2:18][CH2:19][O:20][C:21]1[CH:26]=[CH:25][C:24]([C:27](=[O:29])[CH3:28])=[C:23]([OH:30])[C:22]=1[CH2:31][CH2:32][CH3:33])(=[O:15])[CH3:14] |f:2.3|. Procedure: A suspension of 1.94 g of [4-acetyl-3-[3-(4-acetyl-3-hydroxy-2-propylphenoxy)propoxy]-2-propylphenoxy]acetic acid ethyl ester in 5 ml of ethanol and 20 ml of 1.0N sodium hydroxide was refluxed for 1 hour. After cooling, ice water was added and the mixture was acidified. The precipitate was extracted with methylene chloride. The dried, over magnesium sulfate, extract was concentrated in vacuo to an oil. Crystallization from ether-hexane gave 1.29 g, mp 124°-125°, (71% yield) of [4-acetyl-3-[3-(4-...